This data is from the Open Reaction Database (ORD), a public repository of structured organic reaction records. The task is: describe an organic reaction: reactants, conditions, products, and yield Starting materials: ClC=1C(=CC2=C(NC=N2)C1)CN ((6-chloro-1H-benzo[d]imidazol-5-yl)methanamine), ClC1=NC=CC(=N1)NC1=CC(=NN1)C1CC1 (2-Chloro-N-(3-cyclopropyl-1H-pyrazol-5-yl)pyrimidin-4-amine), CCN(C(C)C)C(C)C (DIPEA). Run in CC(C)O (IPA). Run at temperature 120 celsius. Product: ClC=1C(=CC2=C(NC=N2)C1)CNC1=NC=CC(=N1)NC1=NNC(=C1)C1CC1 (N2-((6-chloro-1H-benzo[d]imidazol-5-yl)methyl)-N4-(5-cyclopropyl-1H-pyrazol-3-yl)-pyrimidine-2,4-diamine). As a reaction SMILES: [Cl:1][C:2]1[C:3]([CH2:11][NH2:12])=[CH:4][C:5]2[N:9]=[CH:8][NH:7][C:6]=2[CH:10]=1.Cl[C:14]1[N:19]=[C:18]([NH:20][C:21]2[NH:25][N:24]=[C:23]([CH:26]3[CH2:28][CH2:27]3)[CH:22]=2)[CH:17]=[CH:16][N:15]=1.CCN(C(C)C)C(C)C>CC(O)C>[Cl:1][C:2]1[C:3]([CH2:11][NH:12][C:14]2[N:19]=[C:18]([NH:20][C:21]3[CH:22]=[C:23]([CH:26]4[CH2:28][CH2:27]4)[NH:24][N:25]=3)[CH:17]=[CH:16][N:15]=2)=[CH:4][C:5]2[N:9]=[CH:8][NH:7][C:6]=2[CH:10]=1. Procedure details: A tube was charged with 252 (110 mg, 0.608 mmol), 53 (143 mg, 0.608 mmol), and DIPEA (235 mg, 1.823 mmol) in IPA (3 mL), sealed and heated 120° C. for 18 h with stirring. The reaction was cooled to RT and concentrated in vacuo. The crude product was purified by preparative HPLC to afford 72 mg (31.3%) of I-94 as white solid. Reactants: CC(=O)OI1(C2=CC=CC=C2C(=O)O1)(OC(=O)C)OC(=O)C (Dess-Martin periodane), C(C)(C)(C)OC(NC(CO)(C)C)=O ((2-hydroxy-1,1-dimethylethyl)-carbamic acid tert-butyl ester), [O-]S(=O)(=S)[O-].[Na+].[Na+] (Na2S2O3). Solvent: C(Cl)Cl (CH2Cl2), C(=O)(O)[O-].[Na+] (NaHCO3). Reaction conditions: time 1.5 hour. Yields the product C(C)(C)(C)OC(NC(C=O)(C)C)=O ((1,1-dimethyl-2-oxo-ethyl)carbamic acid tert-butyl ester). Reaction SMILES: [C:1]([O:5][C:6](=[O:13])[NH:7][C:8]([CH3:12])([CH3:11])[CH2:9][OH:10])([CH3:4])([CH3:3])[CH3:2].CC(OI1(OC(C)=O)(OC(C)=O)OC(=O)C2C1=CC=CC=2)=O.[O-]S([O-])(=S)=O.[Na+].[Na+]>C(Cl)Cl.C([O-])(O)=O.[Na+]>[C:1]([O:5][C:6](=[O:13])[NH:7][C:8]([CH3:12])([CH3:11])[CH:9]=[O:10])([CH3:4])([CH3:2])[CH3:3] |f:2.3.4,6.7|. Reported procedure: To a solution of (2-hydroxy-1,1-dimethylethyl)-carbamic acid tert-butyl ester (284 mg, 1.5 mmol) in CH2Cl2 (5 mL) was added at 0° C. Dess-Martin periodane (763 mg, 1.8 mmol). After 1.5 h, a solution of 0.26M Na2S2O3 in saturated NaHCO3 (6 mL) was added and the resulting mixture was stirred for 15 min. The layers were separated and the aqueous layer was extracted with CH2Cl2. The combined organic layers were dried (Na2SO4) and concentrated to yield (1,1-dimethyl-2-oxo-ethyl)carbamic acid tert-but... Starting materials: CC(=O)OI1(C=2C=CC=CC2C(=O)O1)(OC(=O)C)OC(=O)C (Dess-Martin Periodinane), reaction mixture, OC(C(C)C)C1=CC=C(C#N)C=C1 (4-(1-hydroxy-2-methylpropyl)benzonitrile). Solvent: C(Cl)Cl (DCM), C(Cl)Cl (DCM). Conditions: time 2 hour. Product: C(C(C)C)(=O)C1=CC=C(C#N)C=C1 (4-isobutyrylbenzonitrile). Yield: 97.1%. Reaction SMILES: [OH:1][CH:2]([C:6]1[CH:13]=[CH:12][C:9]([C:10]#[N:11])=[CH:8][CH:7]=1)[CH:3]([CH3:5])[CH3:4].CC(OI1(OC(C)=O)(OC(C)=O)OC(=O)C2C=CC=CC1=2)=O>C(Cl)Cl>[C:2]([C:6]1[CH:7]=[CH:8][C:9]([C:10]#[N:11])=[CH:12][CH:13]=1)(=[O:1])[CH:3]([CH3:5])[CH3:4]. Procedure details: To 4-(1-hydroxy-2-methylpropyl)benzonitrile (2.500 g, 14.27 mmol) (Prepared according to the method of Keh et al., J. Amer. Chem. Soc., 125(14):4062-4063 (2003)) in dry DCM (200 mL) was added Dess-Martin Periodinane (7.26 g, 17.12 mmol The reaction mixture was stirred for 2 h. The reaction mixture was diluted with DCM and washed with 1N NaOH solution. The organic layer was dried with MgSO4, filtered, and concentrated to yield 2.4 g of 4-isobutyrylbenzonitrile. MS (m+1)=174. HPLC Peak RT=1.60 min... Starting materials: CCCC(Br)C(=O)OCC, CN(C)C=O, O=C1NCC(COc2cccc(Cl)c2)O1, [H-], [Na+]. The product is CCCC(C(=O)OCC)N1CC(COc2cccc(Cl)c2)OC1=O. As a reaction SMILES: [Br:18][CH:19]([C:20](=[O:21])[O:22][CH2:23][CH3:24])[CH2:25][CH2:26][CH3:27].[CH3:28][N:29]([CH3:30])[CH:31]=[O:32].[Cl:3][c:4]1[cH:5][c:6]([O:7][CH2:8][CH:9]2[CH2:10][NH:11][C:12](=[O:14])[O:13]2)[cH:15][cH:16][cH:17]1.[H-:1].[Na+:2]>>[Cl:3][c:4]1[cH:5][c:6]([O:7][CH2:8][CH:9]2[CH2:10][N:11]([CH:19]([C:20](=[O:21])[O:22][CH2:23][CH3:24])[CH2:25][CH2:26][CH3:27])[C:12](=[O:14])[O:13]2)[cH:15][cH:16][cH:17]1. Starting materials: CC1=NC2(CCN(CC2)C(=O)OCC2=CC=CC=C2)C(NC2=C1C=CC=C2)=O (5-methyl-1'-benzyloxycarbonyl-spiro-[1H-1,4-benzodiazepine-3,4'-piperidin]-2(3H)-one). Reagents/catalysts: [Pd] (palladium-on-charcoal). The solvent is C(C)O (ethanol). Product: CC1=NC2(CCNCC2)C(NC2=C1C=CC=C2)=O (5-Methyl-spiro-[1H-1,4-benzodiazepine-3,4'-piperidin]-2(3H)-one). Reaction SMILES: [CH3:1][C:2]1[C:23]2[CH:24]=[CH:25][CH:26]=[CH:27][C:22]=2[NH:21][C:20](=[O:28])[C:4]2([CH2:9][CH2:8][N:7](C(OCC3C=CC=CC=3)=O)[CH2:6][CH2:5]2)[N:3]=1>C(O)C.[Pd]>[CH3:1][C:2]1[C:23]2[CH:24]=[CH:25][CH:26]=[CH:27][C:22]=2[NH:21][C:20](=[O:28])[C:4]2([CH2:5][CH2:6][NH:7][CH2:8][CH2:9]2)[N:3]=1. Reported procedure: 6.0 g (0.016 mole) of 5-methyl-1'-benzyloxycarbonyl-spiro-[1H-1,4-benzodiazepine-3,4'-piperidin]-2(3H)-one are hydrogenated in 250 ml of ethanol in the presence of 0.5 g of palladium-on-charcoal at 20° C. After the catalyst has been removed by filtration, the filtrate is concentrated and, after addition of diethyl ether, the residue crystallizes.